This data is from the Open Reaction Database (ORD), a public repository of structured organic reaction records. The task is: describe an organic reaction: reactants, conditions, products, and yield Reactants: CC(=O)Cl, COC(=O)c1nc(N)sc1-c1ccc(SC)cc1, O, c1ccncc1. The product is COC(=O)c1nc(NC(C)=O)sc1-c1ccc(SC)cc1. Reaction SMILES: [CH3:19][C:20]([Cl:21])=[O:22].[NH2:1][c:2]1[s:3][c:4](-[c:11]2[cH:12][cH:13][c:14]([S:17][CH3:18])[cH:15][cH:16]2)[c:5]([C:7](=[O:8])[O:9][CH3:10])[n:6]1.[OH2:23].[cH:24]1[cH:25][cH:26][n:27][cH:28][cH:29]1>>[NH:1]([c:2]1[s:3][c:4](-[c:11]2[cH:12][cH:13][c:14]([S:17][CH3:18])[cH:15][cH:16]2)[c:5]([C:7](=[O:8])[O:9][CH3:10])[n:6]1)[C:20]([CH3:19])=[O:22]. Starting materials: CN(C(C)=O)C=1C=C2CCC(NC2=CC1)=O (6-(N-methyl-N-acetylamino)-3,4-dihydrocarbostyril). Solvent: Cl (hydrochloric acid). The product is CNC=1C=C2CCC(NC2=CC1)=O (6-methylamino-3,4-dihydrocarbostyril). Yield: 77.4%. RXN SMILES: [CH3:1][N:2]([C:6]1[CH:7]=[C:8]2[C:13](=[CH:14][CH:15]=1)[NH:12][C:11](=[O:16])[CH2:10][CH2:9]2)C(=O)C>Cl>[CH3:1][NH:2][C:6]1[CH:7]=[C:8]2[C:13](=[CH:14][CH:15]=1)[NH:12][C:11](=[O:16])[CH2:10][CH2:9]2. Reported procedure: To 6-(N-methyl-N-acetylamino)-3,4-dihydrocarbostyril (8 g) is added 20% hydrochloric acid (100 ml), and the mixture is refluxed for 6 hours. After the reaction, the reaction mixture is distilled under reduced pressure, and to the residue is added 1N aqueous sodium hydroxide. The resulting precipitate is separated by filtration, washed with water, dried, and then recrystallized from ethyl acetate to give 6-methylamino-3,4-dihydrocarbostyril (5 g), as colorless prisms, m.p. 164°-167° C. The reactants are CC(C)(C)ON=O, N#Cc1nn(-c2c(Cl)cc(C(F)(F)F)cc2Cl)c(N)c1-c1ccoc1, C1CCOC1. Yields the product N#Cc1nn(-c2c(Cl)cc(C(F)(F)F)cc2Cl)cc1-c1ccoc1. Reaction SMILES: [C:26]([O:27][N:28]=[O:29])([CH3:30])([CH3:31])[CH3:32].[NH2:1][c:2]1[c:3](-[c:21]2[cH:22][o:23][cH:24][cH:25]2)[c:4]([C:19]#[N:20])[n:5][n:6]1-[c:7]1[c:8]([Cl:18])[cH:9][c:10]([C:14]([F:15])([F:16])[F:17])[cH:11][c:12]1[Cl:13].[O:33]1[CH2:34][CH2:35][CH2:36][CH2:37]1>>[cH:2]1[c:3](-[c:21]2[cH:22][o:23][cH:24][cH:25]2)[c:4]([C:19]#[N:20])[n:5][n:6]1-[c:7]1[c:8]([Cl:18])[cH:9][c:10]([C:14]([F:15])([F:16])[F:17])[cH:11][c:12]1[Cl:13]. Yields the product Cl.Cl.C(CCC)C1=C(C=C(N=N1)OC1CCC(CC1)NC)C1=CC=C(C=C1)OC1CCCCC1 ({4-[6-Butyl-5-(4-cyclohexyloxy-phenyl)-pyridazin-3-yloxy]-cyclohexyl}-methyl-amine dihydrochloride). The solvent is C(C)OCC (diethyl ether), C(Cl)Cl (DCM). As a reaction SMILES: [CH2:1]([C:5]1[N:10]=[N:9][C:8]([O:11][C@H:12]2[CH2:17][CH2:16][C@H:15]([NH:18][CH3:19])[CH2:14][CH2:13]2)=[CH:7][C:6]=1[C:20]1[CH:25]=[CH:24][C:23]([O:26][CH:27]2[CH2:32][CH2:31][CH2:30][CH2:29][CH2:28]2)=[CH:22][CH:21]=1)[CH2:2][CH2:3][CH3:4].[ClH:33]>C(OCC)C.C(Cl)Cl>[ClH:33].[ClH:33].[CH2:1]([C:5]1[N:10]=[N:9][C:8]([O:11][CH:12]2[CH2:13][CH2:14][CH:15]([NH:18][CH3:19])[CH2:16][CH2:17]2)=[CH:7][C:6]=1[C:20]1[CH:21]=[CH:22][C:23]([O:26][CH:27]2[CH2:32][CH2:31][CH2:30][CH2:29][CH2:28]2)=[CH:24][CH:25]=1)[CH2:2][CH2:3][CH3:4] |f:4.5.6|. Reactants: C(CCC)C1=C(C=C(N=N1)O[C@@H]1CC[C@H](CC1)NC)C1=CC=C(C=C1)OC1CCCCC1 (trans-{4-[6-butyl-5-(4-cyclohexyloxy-phenyl)-pyridazin-3-yloxy]-cyclohexyl}-methyl-amine), Cl (HCl). Procedure: A solution of trans-N-{4-[6-butyl-5-(4-cyclohexyloxy-phenyl)-pyridazin-3-yloxy]-cyclohexyl}-formamide in anhydrous THF at 0° C. may be treated with borane-THF complex in THF (1 M, excess). The reaction may be allowed to come to room temperature and may be monitored by LCMS until the reaction is complete. The reaction may be quenched with MeOH and the solvents may be removed under reduced pressure. The crude product may be purified by flash chromatography using with 1-5% (2N NH3 in MeOH) in DCM t...